Dataset: the Open Reaction Database (ORD), a public repository of structured organic reaction records. Task: describe an organic reaction: reactants, conditions, products, and yield Reactants: C([O-])([O-])=O.[NH4+].[NH4+] (ammonium carbonate), S(=O)(=O)([O-])[O-].[Ca+2] (calcium sulfate), ( 1 ), C(=O)=O.O (CO2 H2O), C(=O)=O (carbon dioxide), N (ammonia), C([O-])([O-])=O.[NH4+].[NH4+] (ammonium carbonate), [OH-].[Ca+2].[OH-] (calcium hydroxide), N (ammonia), ( 3 ). The product is C([O-])([O-])=O.[Ca+2] (calcium carbonate), S(=O)(=O)([O-])[O-].[NH4+].[NH4+] (ammonium sulphate). Reaction SMILES: [OH-].[Ca+2:2].[OH-].[NH3:4].C(=O)=O.O.C(=O)=O.[C:12](=[O:15])([O-:14])[O-:13].[NH4+].[NH4+].[S:18]([O-:22])([O-:21])(=[O:20])=[O:19].[Ca+2]>>[C:12](=[O:13])([O-:15])[O-:14].[Ca+2:2].[S:18]([O-:22])([O-:21])(=[O:20])=[O:19].[NH4+:4].[NH4+:4] |f:0.1.2,4.5,7.8.9,10.11,12.13,14.15.16|. Procedure: The existing technology for preparation of nano calcium carbonate is bubbling carbon dioxide into a calcium hydroxide slurry to obtain nano calcium carbonate, while the present invention is injecting carbon dioxide into a calcium sulfate slurry containing ammonia to obtain nano calcium carbonate with byproduct ammonium sulfate. The principle of the present invention is as follows: due to the calcium hydroxide is more alkaline than ammonia, the reaction formula (1) cannot be carried out; instead,... Reactants: CNC(=O)C(N)CC(C)(C)C, O=C(O)c1ccc(C(F)(F)F)c(OCC2CCOCC2)n1. Yields the product CNC(=O)C(CC(C)(C)C)NC(=O)c1ccc(C(F)(F)F)c(OCC2CCOCC2)n1. Reaction SMILES: [NH2:22][CH:23]([C:24](=[O:25])[NH:26][CH3:27])[CH2:28][C:29]([CH3:30])([CH3:31])[CH3:32].[O:1]1[CH2:2][CH2:3][CH:4]([CH2:7][O:8][c:9]2[c:10]([C:18]([F:19])([F:20])[F:21])[cH:11][cH:12][c:13]([C:15](=[O:16])[OH:17])[n:14]2)[CH2:5][CH2:6]1>>[O:1]1[CH2:2][CH2:3][CH:4]([CH2:7][O:8][c:9]2[c:10]([C:18]([F:19])([F:20])[F:21])[cH:11][cH:12][c:13]([C:15](=[O:17])[NH:22][CH:23]([C:24](=[O:25])[NH:26][CH3:27])[CH2:28][C:29]([CH3:30])([CH3:31])[CH3:32])[n:14]2)[CH2:5][CH2:6]1. The reactants are [Li]CCCC (n-BuLi), IC1=CC=C2C(=NN(C2=C1)COCC[Si](C)(C)C)C=CC1=CC=CC=C1 (6-iodo-3-styryl-1-[2-(trimethyl-silanyl)-ethoxymethyl]-1H-indazole), C(C1=CC=CC=C1)=O (benzaldehyde). Solvent: C1CCOC1 (THF), C1CCOC1 (THF). Run at temperature -78 celsius, time 30 minute. Product: C1(=CC=CC=C1)C(O)C1=C2C(=NN(C2=CC=C1)COCC[Si](C)(C)C)C=CC1=CC=CC=C1 (phenyl-{3-styryl-1-[2-(trimethyl-silanyl)-ethoxymethyl]-1H-indazol-yl}-methanol). Yield: 50.0%. Reaction SMILES: I[C:2]1[CH:10]=[C:9]2[C:5]([C:6]([CH:19]=[CH:20][C:21]3[CH:26]=[CH:25][CH:24]=[CH:23][CH:22]=3)=[N:7][N:8]2[CH2:11][O:12][CH2:13][CH2:14][Si:15]([CH3:18])([CH3:17])[CH3:16])=[CH:4][CH:3]=1.[Li]CCCC.[CH:32](=[O:39])[C:33]1[CH:38]=[CH:37][CH:36]=[CH:35][CH:34]=1>C1COCC1>[C:33]1([CH:32]([C:4]2[CH:3]=[CH:2][CH:10]=[C:9]3[C:5]=2[C:6]([CH:19]=[CH:20][C:21]2[CH:22]=[CH:23][CH:24]=[CH:25][CH:26]=2)=[N:7][N:8]3[CH2:11][O:12][CH2:13][CH2:14][Si:15]([CH3:17])([CH3:18])[CH3:16])[OH:39])[CH:38]=[CH:37][CH:36]=[CH:35][CH:34]=1. Procedure details: To a solution of 6-iodo-3-styryl-1-[2-(trimethyl-silanyl)-ethoxymethyl]-1H-indazole, prepared in Example 14, step (i), (143 mg, 0.3 mmol) in THF (1 mL) cooled to −78° C. under an atmosphere of argon was added n-BuLi (0.2 mL, 0.315 mmol) dropwise. The resulting mixture was stirred at −78° C. for 30 min, then a solution of benzaldehyde (0.035 mL, 0.33 mmol) in THF (0.5 mL) was added rapidly via a cannula. After 0.5 h the reaction was quenched with saturated NH4Cl (aq) and diluted with EtOAc (10 mL... Starting materials: NC=1C=C2C=3CC(CCC3NC2=CC1)N(C)C (6-amino-3-(dimethyl)amino-1,2,3,4-tetrahydro-9H-carbazole), 10.4, C1(=CC=CC=C1)N=C=O (phenyl isocyanate). Procedure: Beginning with 10.0 mg (0.0437 mMol) 6-amino-3-(dimethyl)amino-1,2,3,4-tetrahydro-9H-carbazole and 10.4 (0.0874 mMol) phenyl isocyanate, 1.0 mg (7%) of the title compound was recovered using the procedure described in detail in Example 12. Reaction SMILES: [NH2:1][C:2]1[CH:3]=[C:4]2[C:12](=[CH:13][CH:14]=1)[NH:11][C:10]1[CH2:9][CH2:8][CH:7]([N:15]([CH3:17])[CH3:16])[CH2:6][C:5]2=1.[C:18]1([N:24]=[C:25]=[O:26])[CH:23]=[CH:22][CH:21]=[CH:20][CH:19]=1>>[C:18]1([NH:24][C:25]([NH:1][C:2]2[CH:3]=[C:4]3[C:12](=[CH:13][CH:14]=2)[NH:11][C:10]2[CH2:9][CH2:8][CH:7]([N:15]([CH3:17])[CH3:16])[CH2:6][C:5]3=2)=[O:26])[CH:23]=[CH:22][CH:21]=[CH:20][CH:19]=1. Product: C1(=CC=CC=C1)NC(=O)NC=1C=C2C=3CC(CCC3NC2=CC1)N(C)C (N-Phenyl-N'-(3-(dimethyl)amino-1,2,3,4-tetrahydro-9H-carbazol-6-yl)urea). Yield: 7.0%. RXN SMILES: [CH3:1][N:2]1[C:6]([NH:7][CH2:8][CH2:9][CH2:10][O:11][C:12]2[CH:17]=[CH:16][CH:15]=[C:14]([CH2:18][N:19]([CH3:21])[CH3:20])[CH:13]=2)=[N:5][C:4]([NH2:22])=[N:3]1.[OH:23][CH2:24][CH2:25][CH2:26][CH2:27][CH:28]=O.[BH4-].[Na+].O>C(O)C>[CH3:1][N:2]1[C:6]([NH:7][CH2:8][CH2:9][CH2:10][O:11][C:12]2[CH:17]=[CH:16][CH:15]=[C:14]([CH2:18][N:19]([CH3:21])[CH3:20])[CH:13]=2)=[N:5][C:4]([NH:22][CH2:28][CH2:27][CH2:26][CH2:25][CH2:24][OH:23])=[N:3]1 |f:2.3|. Reactants: O (water), CN1N=C(N=C1NCCCOC1=CC(=CC=C1)CN(C)C)N (1-Methyl-N5 -[3-[3-[(dimethylamino)methyl]phenoxy]propyl]-1H-1,2,4-triazole-3,5-diamine), OCCCCC=O (5-hydroxypentanal), [BH4-].[Na+] (sodium borohydride). The solvent is C(C)O (ethanol). Product: CN1N=C(N=C1NCCCOC1=CC(=CC=C1)CN(C)C)NCCCCCO (1-Methyl-N3 -[5-hydroxypentyl]-N5 -[3-[3-[(dimethylamino)methyl]phenoxy]propyl]-1H-1,2,4-triazole-3,5-diamine). Procedure details: 1-Methyl-N5 -[3-[3-[(dimethylamino)methyl]phenoxy]propyl]-1H-1,2,4-triazole-3,5-diamine (1.0 g) and 5-hydroxypentanal (1.9 ml) were heated at reflux in ethanol (30 ml) for 5 h. The solution was cooled at 5° and treated with sodium borohydride (0.76 g). The resulting suspension was stirred at room temperature for 16 h, treated with water and reduced in volume in vacuo. The aqueous solution was extracted with ethyl acetate, and the organic extracts were distilled to give the title compound as a pa... Conditions: time 16 hour. Starting materials: Br.C1(CC1)CN1CCC2=C(C(C1)C1=CC=C(C=C1)O)C=C(C(=C2Cl)O)O (3-cyclopropylmethyl-6-chloro-7,8-dihydroxy-1-(p-hydroxyphenyl)-2,3,4,5-tetrahydro-1H-3-benzazepine hydrobromide), C(C)(=O)Br (acetyl bromide). The solvent is FC(C(=O)O)(F)F (trifluoroacetic acid). The product is Br.C1(CC1)CN1CCC2=C(C(C1)C1=CC=C(C=C1)OC(C)=O)C=C(C(=C2Cl)OC(C)=O)OC(C)=O (3-cyclopropylmethyl-6-chloro-7,8-diacetoxy-1-(p-acetoxyphenyl)-2,3,4,5-tetrahydro-1H-3-benzazepine hydrobromide). RXN SMILES: Br.[CH:2]1([CH2:5][N:6]2[CH2:12][CH:11]([C:13]3[CH:18]=[CH:17][C:16]([OH:19])=[CH:15][CH:14]=3)[C:10]3[CH:20]=[C:21]([OH:26])[C:22]([OH:25])=[C:23]([Cl:24])[C:9]=3[CH2:8][CH2:7]2)[CH2:4][CH2:3]1.[C:27]([Br:30])(=[O:29])[CH3:28]>FC(F)(F)C(O)=O>[BrH:30].[CH:2]1([CH2:5][N:6]2[CH2:12][CH:11]([C:13]3[CH:14]=[CH:15][C:16]([O:19][C:27](=[O:29])[CH3:28])=[CH:17][CH:18]=3)[C:10]3[CH:20]=[C:21]([O:26][C:22](=[O:25])[CH3:21])[C:22]([O:25][C:16](=[O:19])[CH3:15])=[C:23]([Cl:24])[C:9]=3[CH2:8][CH2:7]2)[CH2:3][CH2:4]1 |f:0.1,4.5|. Procedure: A mixture of 1 g of 3-cyclopropylmethyl-6-chloro-7,8-dihydroxy-1-(p-hydroxyphenyl)-2,3,4,5-tetrahydro-1H-3-benzazepine hydrobromide, 1.3 ml of acetyl bromide and 200 ml of trifluoroacetic acid is heated at reflux for 2 hours. After evaporation to dryness, the residue is purified, if necessary, by recrystallization to give 3-cyclopropylmethyl-6-chloro-7,8-diacetoxy-1-(p-acetoxyphenyl)-2,3,4,5-tetrahydro-1H-3-benzazepine hydrobromide. Similarly tri-isobutyryloxy, -propionyloxy, -isovaleryloxy, -n-...